From a dataset of the Open Reaction Database (ORD), a public repository of structured organic reaction records. describe an organic reaction: reactants, conditions, products, and yield Reactants: O=C([O-])[O-], CC(=O)Nc1ccc(C(C(C)C)n2cncn2)cc1[N+](=O)[O-], Cl, [K+], [K+], O. Product: CC(C)C(c1ccc(N)c([N+](=O)[O-])c1)n1cncn1. RXN SMILES: [C:24](=[O:25])([O-:26])[O-:27].[CH3:1][CH:2]([CH:3]([n:4]1[n:5][cH:6][n:7][cH:8]1)[c:9]1[cH:10][c:11]([N+:19](=[O:20])[O-:21])[c:12]([NH:15][C:16](=[O:17])[CH3:18])[cH:13][cH:14]1)[CH3:22].[ClH:23].[K+:28].[K+:29].[OH2:30]>>[CH3:1][CH:2]([CH:3]([n:4]1[n:5][cH:6][n:7][cH:8]1)[c:9]1[cH:10][c:11]([N+:19](=[O:20])[O-:21])[c:12]([NH2:15])[cH:13][cH:14]1)[CH3:22]. Starting materials: B(OCC)(OCC)OCC ((EtO)3B), [Mg] (Magnesium), BrC1=C(C=C(C=C1C)C)C (bromomesitylene), BrC1=C(C=C(C=C1C)C)C (bromomesitylene). The solvent is O1CCCC1 (tetrahydrofuran), O1CCCC1 (tetrahydrofuran). Yields the product B(C1=C(C=C(C=C1C)C)C)(O)O (2,4,6-trimethylboronic acid). The yield is 58.0%. RXN SMILES: [Mg].Br[C:3]1[C:8]([CH3:9])=[CH:7][C:6]([CH3:10])=[CH:5][C:4]=1[CH3:11].[B:12](OCC)([O:16]CC)[O:13]CC>O1CCCC1>[B:12]([OH:16])([OH:13])[C:3]1[C:8]([CH3:9])=[CH:7][C:6]([CH3:10])=[CH:5][C:4]=1[CH3:11]. Procedure details: Magnesium (60.27 mmol) and tetrahydrofuran (30 mL) were put in a three-necked round bottom flask and stirred. To the solution, bromomesitylene (13.07 mmol) was added, and the reaction mixture was heated. After that, bromomesitylene (32.02 mmol) dissolved in tetrahydrofuran (30 mL) was added dropwise to the solution. The reaction mixture was heated and refluxed for 4.5 hours. Then, the mixture was cooled to −78° C. (EtO)3B (111.66 mmol) was added dropwise over 15 minutes. After that, the mixture ... Reactants: C(C1=CN=CC=C1)(=O)O (nicotinic acid), CN1CCOCC1 (N-methylmorpholine), CCN=C=NCCCN(C)C.Cl (EDCI.HCl), COC([C@@H](N)[C@@H](C)CC)=O (isoleucine methyl ester). Solvent: C(Cl)Cl (DCM), C(Cl)Cl (DCM). Run at temperature 25 celsius, time 2.5 hour. Product: COC(C(C(CC)C)NC(=O)C=1C=NC=CC1)=O (3-methyl-2-[pyridine-3-carbonyl-amino]-pentanoic acid methyl ester). The yield is 70.2%. As a reaction SMILES: [C:1]([OH:9])(=O)[C:2]1[CH:7]=[CH:6][CH:5]=[N:4][CH:3]=1.CN1CCOCC1.CCN=C=NCCCN(C)C.Cl.[CH3:29][O:30][C:31](=[O:38])[C@H:32]([C@H:34]([CH2:36][CH3:37])[CH3:35])[NH2:33]>C(Cl)Cl>[CH3:29][O:30][C:31](=[O:38])[CH:32]([NH:33][C:1]([C:2]1[CH:3]=[N:4][CH:5]=[CH:6][CH:7]=1)=[O:9])[CH:34]([CH3:35])[CH2:36][CH3:37] |f:2.3|. Procedure details: To a solution of nicotinic acid (2.0 g, 16.5 mmol) in DCM (20 mL), was added N-methylmorpholine (6.9 mL, 49.5 mmol), EDCI.HCl (6.3 g, 33.0 mmol) and isoleucine methyl ester (3.0 g, 16.5 mmol). The mixture was allowed to stir at room temperature (25° C.) over 2.5 h under nitrogen atmosphere. The resulting mixture was diluted with DCM (200 mL), washed with water (3×100 mL) and dried over sodium sulphate. The crude product obtained upon evaporation of the solvent was further purified by silica gel ... Starting materials: ClC1=CC=C(C=C1)SC1=C(C=CC=C1)CC#N (2-(4-chloro-phenylsulfanyl)-phenyl-acetonitrile), C(CN)N (ethylene diamine). Product: ClC1=CC=C(C=C1)SC1=C(CC=2NCCN2)C=CC=C1 (2-[2-(4-Chloro-phenylsulfanyl)-benzyl]-4,5-dihydro-1H-imidazole). As a reaction SMILES: [Cl:1][C:2]1[CH:7]=[CH:6][C:5]([S:8][C:9]2[CH:14]=[CH:13][CH:12]=[CH:11][C:10]=2[CH2:15][C:16]#[N:17])=[CH:4][CH:3]=1.[CH2:18](N)[CH2:19][NH2:20]>>[Cl:1][C:2]1[CH:7]=[CH:6][C:5]([S:8][C:9]2[CH:14]=[CH:13][CH:12]=[CH:11][C:10]=2[CH2:15][C:16]2[NH:20][CH2:19][CH2:18][N:17]=2)=[CH:4][CH:3]=1. Procedure: 2-[2-(4-Chloro-phenylsulfanyl)-benzyl]-4,5-dihydro-1H-imidazole was prepared from 2-(4-chloro-phenylsulfanyl)-phenyl-acetonitrile and ethylene diamine in analogy to Example 19 b): white solid; MS (EI): 302.9 ((M+H)+.). Starting materials: CC(C)(C)OC(=O)N1CCC(OCc2c(-c3c(Cl)cccc3Cl)noc2C2CC2)CC1, ClCCl, O=C(O)C(F)(F)F. Yields the product Clc1cccc(Cl)c1-c1noc(C2CC2)c1COC1CCNCC1. As a reaction SMILES: [C:1]([O:2][C:3](=[O:4])[N:8]1[CH2:9][CH2:10][CH:11]([O:14][CH2:15][c:16]2[c:17](-[c:24]3[c:25]([Cl:31])[cH:26][cH:27][cH:28][c:29]3[Cl:30])[n:18][o:19][c:20]2[CH:21]2[CH2:22][CH2:23]2)[CH2:12][CH2:13]1)([CH3:5])([CH3:6])[CH3:7].[Cl:39][CH2:40][Cl:41].[OH:32][C:33]([C:34]([F:35])([F:36])[F:37])=[O:38]>>[NH:8]1[CH2:9][CH2:10][CH:11]([O:14][CH2:15][c:16]2[c:17](-[c:24]3[c:25]([Cl:31])[cH:26][cH:27][cH:28][c:29]3[Cl:30])[n:18][o:19][c:20]2[CH:21]2[CH2:22][CH2:23]2)[CH2:12][CH2:13]1. Solvent: CN(C=O)C (dimethylformamide). As a reaction SMILES: [F:1][C:2]1[CH:3]=[CH:4][C:5]2[S:10][CH2:9][CH:8]([CH2:11][C:12](O)=O)[CH2:7][C:6]=2[CH:15]=1.F[C:17]1[CH:18]=[CH:19][C:20]2SCC(CI)CC=2[CH:28]=1.[C-]#[N:30].[Li+]>CN(C)C=O>[F:1][C:2]1[CH:3]=[CH:4][C:5]2[S:10][CH2:9][CH:8]([CH2:11][CH2:12][N:30]3[CH2:20][CH2:19][CH2:18][CH2:17][CH2:28]3)[CH2:7][C:6]=2[CH:15]=1 |f:2.3|. Procedure: The starting material is prepared as follows: 6-Fluoro-3,4-dihydro-2H-1-benzothiopyran-3-ylacetic acid: A mixture of 3.8 g 6-fluoro-3-iodomethyl-3,4-dihydro-2H-1-benzothiopyran and 30 ml 0.5 M lithium cyanide in dimethylformamide is stirred at room temperature for 24 hours after which it is poured onto water. The product is extracted with ether. After drying over magnesium sulfate the solvent is removed in vacuo. This residue is refluxed in a mixture of 20 ml acetic acid and 20 ml 12 N HCl for 6... Run at time 24 hour. The reactants are FC=1C=CC2=C(CC(CS2)CC(=O)O)C1 (6-Fluoro-3,4-dihydro-2H-1-benzothiopyran-3-ylacetic acid), FC=1C=CC2=C(CC(CS2)CI)C1 (6-fluoro-3-iodomethyl-3,4-dihydro-2H-1-benzothiopyran), [C-]#N.[Li+] (lithium cyanide). The product is FC=1C=CC2=C(CC(CS2)CCN2CCCCC2)C1 (6-Fluoro-3-(2-piperidinoethyl)-3,4-dihydro-2H-1-benzothiopyran). Starting materials: ClC=1C(=NC=CC1)N1N=C(C=C1C1=NC2=C(C3=CC=C(N=C3C=C2C(O1)=O)C(F)(F)F)C)C(F)(F)F (2-[2-(3-Chloro-pyridin-2-yl)-5-trifluoromethyl-2H-pyrazol-3-yl]-9-methyl-6-trifluoromethyl-3-oxa-1,5-diaza-anthracen-4-one), CN (methylamine), CCCCCC.C(C)(=O)OCC (hexane ethyl acetate). Solvent: O1CCCC1 (tetrahydrofurane). Product: CNC(=O)C1=C(C(=C2C=CC(=NC2=C1)C(F)(F)F)C)NC(=O)C=1N(N=C(C1)C(F)(F)F)C1=NC=CC=C1Cl (6-{[2-(3-Chloro-pyridin-2-yl)-5-trifluoromethyl-2H-pyrazole-3-carbonyl]-amino}-5-methyl-2-trifluoromethyl-quinoline-7-carboxylic acid methyl amide). As a reaction SMILES: [Cl:1][C:2]1[C:3]([N:8]2[C:12]([C:13]3[O:26][C:25](=[O:27])[C:24]4[C:15](=[C:16]([CH3:32])[C:17]5[C:22]([CH:23]=4)=[N:21][C:20]([C:28]([F:31])([F:30])[F:29])=[CH:19][CH:18]=5)[N:14]=3)=[CH:11][C:10]([C:33]([F:36])([F:35])[F:34])=[N:9]2)=[N:4][CH:5]=[CH:6][CH:7]=1.[CH3:37][NH2:38].CCCCCC.C(OCC)(=O)C>O1CCCC1>[CH3:37][NH:38][C:25]([C:24]1[CH:23]=[C:22]2[C:17]([CH:18]=[CH:19][C:20]([C:28]([F:29])([F:30])[F:31])=[N:21]2)=[C:16]([CH3:32])[C:15]=1[NH:14][C:13]([C:12]1[N:8]([C:3]2[C:2]([Cl:1])=[CH:7][CH:6]=[CH:5][N:4]=2)[N:9]=[C:10]([C:33]([F:34])([F:36])[F:35])[CH:11]=1)=[O:26])=[O:27] |f:2.3|. Procedure details: 2-[2-(3-Chloro-pyridin-2-yl)-5-trifluoromethyl-2H-pyrazol-3-yl]-9-methyl-6-trifluoromethyl-3-oxa-1,5-diaza-anthracen-4-one (0.249, 0.456 mmol) in 20 ml of tetrahydrofurane is treated with methylamine (0.11 ml of 8M solution in ethanol, 0.9 mmol) and stirred at room temperature. TLC analysis (hexane:ethyl acetate 4:1) after 12 h shows reaction completion. The mixture is concentrated in vacuo, and then purified by flash column chromatography to give the title compound as white crystals. RXN SMILES: [Br:1][C:2]1[CH:7]=[CH:6][C:5]([CH:8]([CH2:20][CH:21]=[CH2:22])[CH2:9][C:10]([C:12]2[CH:13]=[CH:14][C:15](=[O:19])[N:16]([CH3:18])[CH:17]=2)=O)=[CH:4][CH:3]=1.Cl.[NH2:24][OH:25].C([O-])(O)=O.[Na+]>>[Br:1][C:2]1[CH:7]=[CH:6][C:5]([CH:8]([CH2:20][CH:21]=[CH2:22])[CH2:9]/[C:10](/[C:12]2[CH:13]=[CH:14][C:15](=[O:19])[N:16]([CH3:18])[CH:17]=2)=[N:24]\[OH:25])=[CH:4][CH:3]=1 |f:1.2,3.4|. The product is BrC1=CC=C(C=C1)C(C\C(=N/O)\C=1C=CC(N(C1)C)=O)CC=C (5-{3-(4-Bromo-phenyl)-1-[(E)-hydroxyimino]-hex-5-enyl}-1-methyl-1H-pyridin-2-one). Procedure details: In analogy to example 151, step 3, 5-[3-(4-bromo-phenyl)-hex-5-enoyl]-1-methyl-1H-pyridin-2-one was reacted with hydroxylamine hydrochloride in the presence of NaHCO3 to give the title compound as a colorless solid, MS (ESI−): m/z=373.1 [M−H]−. The reactants are BrC1=CC=C(C=C1)C(CC(=O)C=1C=CC(N(C1)C)=O)CC=C (5-[3-(4-bromo-phenyl)-hex-5-enoyl]-1-methyl-1H-pyridin-2-one), Cl.NO (hydroxylamine hydrochloride), C(=O)(O)[O-].[Na+] (NaHCO3). The reactants are ClC1=C(N)C=CC(=C1C=C)Cl (2,4-dichloro-3-vinylaniline). The reagents and catalysts are [Pd] (Pd/C). The solvent is CCOC(=O)C (EtOAc). Reaction conditions: time 2 hour. The product is ClC1=C(N)C=CC(=C1CC)Cl (2,4-dichloro-3-ethylaniline). As a reaction SMILES: [Cl:1][C:2]1[C:8]([CH:9]=[CH2:10])=[C:7]([Cl:11])[CH:6]=[CH:5][C:3]=1[NH2:4]>CCOC(C)=O.[Pd]>[Cl:1][C:2]1[C:8]([CH2:9][CH3:10])=[C:7]([Cl:11])[CH:6]=[CH:5][C:3]=1[NH2:4]. Procedure details: To a solution of 2,4-dichloro-3-vinylaniline (4.9 g, 26 mmol) in EtOAc (60 mL) is added 10% Pd/C (0.50 g). The pressure flask is filled with H2 at 55 psi and shaken for 2 hrs. Excess H2 is removed and the mixture is filtered through a pad of celite. The solvent is removed and the resulting mixture is purified through a flash chromatographic column with a gradient of hexanes/ether to give 2,4-dichloro-3-ethylaniline.